From a dataset of the Open Reaction Database (ORD), a public repository of structured organic reaction records. describe an organic reaction: reactants, conditions, products, and yield The reactants are C(C)(C)N(C(C)C)CC (N,N-diisopropylethyl amine), C1(=CCCCC1)C1=C(C=C(C(=O)N2CC=3N(CC4=C2C=CC=C4)C(=CC3)C(=O)O)C=C1)C (10-(4-Cyclohex-1-en-1-yl-3-methyl-benzoyl)-10,11-dihydro-5H-pyrrolo[2,1-c][1,4]benzodiazepine-3-carboxylic acid), Cl.C(C)N=C=N (3-ethylcarbodiimide hydrochloride), CN1CCNCC1 (N-methyl piperazine), ON1N=NC2=C1C=CC=C2 (1-hydroxy benzotriazole). The solvent is C(C)(=O)OCC (ethyl acetate), amine. Conditions: time 12 hour. Yields the product C1(=CCCCC1)C1=C(C=C(C(=O)N2CC=3N(CC4=C2C=CC=C4)C(=CC3)C(=O)N3CCN(CC3)C)C=C1)C ([10-(4-Cyclohex-1-en-1-yl-3-methyl-benzoyl)-10,11-dihydro-5H-pyrrolo[2,1-c][1,4]benzodiazepin-3-yl]-(4-methyl-piperazin-1-yl)-methanone). The yield is 93.9%. As a reaction SMILES: [C:1]1([C:7]2[CH:31]=[CH:30][C:10]([C:11]([N:13]3[C:19]4[CH:20]=[CH:21][CH:22]=[CH:23][C:18]=4[CH2:17][N:16]4[C:24]([C:27](O)=[O:28])=[CH:25][CH:26]=[C:15]4[CH2:14]3)=[O:12])=[CH:9][C:8]=2[CH3:32])[CH2:6][CH2:5][CH2:4][CH2:3][CH:2]=1.[CH3:33][N:34]1[CH2:39][CH2:38][NH:37][CH2:36][CH2:35]1.ON1C2C=CC=CC=2N=N1.Cl.C(N=C=N)C.C(N(CC)C(C)C)(C)C>C(OCC)(=O)C>[C:1]1([C:7]2[CH:31]=[CH:30][C:10]([C:11]([N:13]3[C:19]4[CH:20]=[CH:21][CH:22]=[CH:23][C:18]=4[CH2:17][N:16]4[C:24]([C:27]([N:37]5[CH2:38][CH2:39][N:34]([CH3:33])[CH2:35][CH2:36]5)=[O:28])=[CH:25][CH:26]=[C:15]4[CH2:14]3)=[O:12])=[CH:9][C:8]=2[CH3:32])[CH2:6][CH2:5][CH2:4][CH2:3][CH:2]=1 |f:3.4|. Procedure: 10-(4-Cyclohex-1-en-1-yl-3-methyl-benzoyl)-10,11-dihydro-5H-pyrrolo[2,1-c][1,4]benzodiazepine-3-carboxylic acid of Step E (0.200 g, 0.469 mmol), N-methyl piperazine (0.062 mL, 0.563 mmol), 1-hydroxy benzotriazole (0.070 g, 0.516 mmol) and 1-[3-dimethylamino)propyl]-3-ethylcarbodiimide hydrochloride (0.099 g, 0.516 mmol) were combined in amine-free N,N-dimethylformamide (1.9 mL), followed by the addition of N,N-diisopropylethyl amine (0.123 mL, 0.704 mmol). The reaction was stirred at room temper... Starting materials: O=C([O-])[O-], Cn1ccc(NC(=O)c2cc(O)c3c(c2)OC(C)(C)C3)n1, [Cs+], [Cs+], O=C(c1ncc(F)cc1F)N1CCC1, CN(C)C=O. The product is Cn1ccc(NC(=O)c2cc(Oc3cnc(C(=O)N4CCC4)c(F)c3)c3c(c2)OC(C)(C)C3)n1. As a reaction SMILES: [C:36](=[O:37])([O-:38])[O-:39].[CH3:15][n:16]1[n:17][c:18]([NH:21][C:22](=[O:23])[c:24]2[cH:25][c:26]3[c:27]([c:33]([OH:35])[cH:34]2)[CH2:28][C:29]([CH3:31])([CH3:32])[O:30]3)[cH:19][cH:20]1.[Cs+:40].[Cs+:41].[N:1]1([C:5](=[O:6])[c:7]2[n:8][cH:9][c:10]([F:14])[cH:11][c:12]2[F:13])[CH2:2][CH2:3][CH2:4]1.[O:42]=[CH:43][N:44]([CH3:45])[CH3:46]>>[N:1]1([C:5](=[O:6])[c:7]2[n:8][cH:9][c:10]([O:35][c:33]3[c:27]4[c:26]([cH:25][c:24]([C:22]([NH:21][c:18]5[n:17][n:16]([CH3:15])[cH:20][cH:19]5)=[O:23])[cH:34]3)[O:30][C:29]([CH3:31])([CH3:32])[CH2:28]4)[cH:11][c:12]2[F:13])[CH2:2][CH2:3][CH2:4]1. The reactants are CCOC(=O)c1ccc(OCc2c(-c3ccc(F)cn3)noc2C)nn1, C1CCOC1, CO, Cl, [Li+], [OH-], O, O. Product: Cc1onc(-c2ccc(F)cn2)c1COc1ccc(C(=O)O)nn1. As a reaction SMILES: [CH2:1]([CH3:2])[O:3][C:4](=[O:5])[c:6]1[n:7][n:8][c:9]([O:12][CH2:13][c:14]2[c:15](-[c:20]3[n:21][cH:22][c:23]([F:26])[cH:24][cH:25]3)[n:16][o:17][c:18]2[CH3:19])[cH:10][cH:11]1.[CH2:31]1[O:32][CH2:33][CH2:34][CH2:35]1.[CH3:37][OH:38].[ClH:30].[Li+:29].[OH-:28].[OH2:27].[OH2:36]>>[O:3]=[C:4]([OH:5])[c:6]1[n:7][n:8][c:9]([O:12][CH2:13][c:14]2[c:15](-[c:20]3[n:21][cH:22][c:23]([F:26])[cH:24][cH:25]3)[n:16][o:17][c:18]2[CH3:19])[cH:10][cH:11]1. Reactants: C(C)(=O)OCC=1C(=NC=CC1)N (3-(acetoxymethyl)-2-pyridinamine), BrC(C=O)C (2-bromopropanal). Product: C(C)(=O)OCC=1C=2N(C=CC1)C(=CN2)C (8-(acetoxymethyl)-3-methylimidazo[1,2-a]pyridine). Yield: 37.5%. RXN SMILES: [C:1]([O:4][CH2:5][C:6]1[C:7]([NH2:12])=[N:8][CH:9]=[CH:10][CH:11]=1)(=[O:3])[CH3:2].Br[CH:14]([CH3:17])[CH:15]=O>>[C:1]([O:4][CH2:5][C:6]1[C:7]2[N:8]([C:14]([CH3:17])=[CH:15][N:12]=2)[CH:9]=[CH:10][CH:11]=1)(=[O:3])[CH3:2]. Procedure: A mixture of 5.0 g (30 mmole) of 3-(acetoxymethyl)-2-pyridinamine and 4.8 g (35 mmole) of 2-bromopropanal spontaneously heated upon mixing. After cooling, the mixture was partitioned between aqueous potassium carbonate and dichloromethane. The organic phase was separated, washed with water, dried over magnesium sulfate, filtered, and concentrated in vacuo. Chromatography on silica gel (using ethanol-dichloromethane as eluent) yielded 2.3 g of 8-(acetoxymethyl)-3-methylimidazo[1,2-a]pyridine, as ... Starting materials: BrC1=C(CN2C(C(C3=CC=CC=C23)=O)=O)C=CC=C1 (1-(2-bromobenzyl)indoline-2,3-dione), [N+](=O)([O-])C (nitromethane). Solvent: O (water). Conditions: temperature 30 celsius, time 30 hour. The product is BrC1=C(CN2C(C(C3=CC=CC=C23)(C[N+](=O)[O-])O)=O)C=CC=C1 (1-(2-bromobenzyl)-3-hydroxy-3-(nitromethyl)indolin-2-one). Reaction SMILES: [Br:1][C:2]1[CH:19]=[CH:18][CH:17]=[CH:16][C:3]=1[CH2:4][N:5]1[C:13]2[C:8](=[CH:9][CH:10]=[CH:11][CH:12]=2)[C:7](=[O:14])[C:6]1=[O:15].[N+:20]([CH3:23])([O-:22])=[O:21]>O>[Br:1][C:2]1[CH:19]=[CH:18][CH:17]=[CH:16][C:3]=1[CH2:4][N:5]1[C:13]2[C:8](=[CH:9][CH:10]=[CH:11][CH:12]=2)[C:7]([OH:14])([CH2:23][N+:20]([O-:22])=[O:21])[C:6]1=[O:15]. Procedure: 1-(2-bromobenzyl)indoline-2,3-dione (0.158 g) and nitromethane (0.15 ml) were added to water and the reaction mixture was vigorously stirred at a temperature of 30° C. for 30 hours. The obtained product was extracted with ethyl acetate and purified by silica gel column chromatography using ethyl acetate/hexane as eluents to afford pure product. Starting materials: O=C([O-])[O-], COC(C)(C)C, CO, COC(=O)c1ccnc(Cl)c1, Cl, OB(O)c1ccc(C(F)(F)F)nc1, [K+], [K+], Cl[Pd]Cl. Product: Cl, COC(=O)c1ccnc(-c2ccc(C(F)(F)F)nc2)c1. RXN SMILES: [C:25](=[O:26])([O-:27])[O-:28].[C:34]([O:35][CH3:36])([CH3:37])([CH3:38])[CH3:39].[CH3:32][OH:33].[Cl:1][c:2]1[cH:3][c:4]([C:5](=[O:6])[O:7][CH3:8])[cH:9][cH:10][n:11]1.[ClH:31].[F:12][C:13]([c:14]1[cH:15][cH:16][c:17]([B:20]([OH:21])[OH:22])[cH:18][n:19]1)([F:23])[F:24].[K+:29].[K+:30].[Pd:40]([Cl:41])[Cl:42]>>[ClH:1].[c:2]1(-[c:17]2[cH:16][cH:15][c:14]([C:13]([F:12])([F:23])[F:24])[n:19][cH:18]2)[cH:3][c:4]([C:5](=[O:6])[O:7][CH3:8])[cH:9][cH:10][n:11]1. Starting materials: [N+](=O)([O-])C1=CC=C(OCCN2CCC(CC2)C(=O)C2=CC=C(C=C2)NS(=O)(=O)C)C=C1 (N[4-[[1-[2-(4-Nitrophenoxy)ethyl]-4-piperidinyl]carbonyl]phenyl]methanesulfonamide), O.O.[Sn](Cl)Cl (tin (II) chloride dihydrate). Run in C(C)O (ethanol). Product: NC1=CC=C(OCCN2CCC(CC2)C(=O)C2=CC=C(C=C2)NS(=O)(=O)C)C=C1 (N-[4-[[1-[2-(4-aminophenoxy)ethyl]-4-piperidinyl]carbonyl]phenyl]methanesulfonamide). The yield is 66.4%. RXN SMILES: [N+:1]([C:4]1[CH:31]=[CH:30][C:7]([O:8][CH2:9][CH2:10][N:11]2[CH2:16][CH2:15][CH:14]([C:17]([C:19]3[CH:24]=[CH:23][C:22]([NH:25][S:26]([CH3:29])(=[O:28])=[O:27])=[CH:21][CH:20]=3)=[O:18])[CH2:13][CH2:12]2)=[CH:6][CH:5]=1)([O-])=O.O.O.[Sn](Cl)Cl>C(O)C>[NH2:1][C:4]1[CH:5]=[CH:6][C:7]([O:8][CH2:9][CH2:10][N:11]2[CH2:12][CH2:13][CH:14]([C:17]([C:19]3[CH:24]=[CH:23][C:22]([NH:25][S:26]([CH3:29])(=[O:28])=[O:27])=[CH:21][CH:20]=3)=[O:18])[CH2:15][CH2:16]2)=[CH:30][CH:31]=1 |f:1.2.3|. Procedure: The compound of Example 1 (2.00 g, 4.47 mmol) and tin (II) chloride dihydrate (8.06 g, 35.75 mmol) were stirred together in ethanol (30 mL) at 70° C. for 6 hours. The solvent was removed in vacuo and the residue was partitioned between 10% aqueous sodium bicarbonate and 4:1 dichloromethane/isopropanol. The organic phase was dried (MgSO4) and concentrated to afford 1.24 g (66%) of N-[4-[[1-[2-(4-aminophenoxy)ethyl]-4-piperidinyl]carbonyl]phenyl]methanesulfonamide as a white foam which was used di...